Dataset: the Open Reaction Database (ORD), a public repository of structured organic reaction records. Task: describe an organic reaction: reactants, conditions, products, and yield Reactants: C(C)(C)(C)C=1N=C(C2=C(N1)N(N=N2)CC2=C(C=CC=C2)Cl)N2CCOCC2 (5-tert-Butyl-3-(2-chloro-benzyl)-7-morpholin-4-yl-3H-[1,2,3]triazolo[4,5-d]pyrimidine), C(C)(C)(C)C=1N=C(C2=C(N1)N(N=N2)CC2=C(C=CC=C2)Cl)Cl (5-tert-butyl-7-chloro-3-(2-chlorobenzyl)-3H-[1,2,3]triazolo[4,5-d]pyrimidine), CN(C(C)=O)C1CNCC1 (N-methyl-N-(pyrrolidin-3-yl)acetamide). Product: C(C)(C)(C)C=1N=C(C2=C(N1)N(N=N2)CC2=C(C=CC=C2)Cl)N2CC(CC2)N(C(C)=O)C (N-{1-[5-tert-Butyl-3-(2-chloro-benzyl)-3H-[1,2,3]triazolo[4,5-d]pyrimidin-7-yl]-pyrrolidin-3-yl}-N-methyl-acetamide). RXN SMILES: C(C1N=C(N2CCOCC2)C2N=NN(CC3C=CC=CC=3Cl)C=2N=1)(C)(C)C.[C:28]([C:32]1[N:33]=[C:34](Cl)[C:35]2[N:40]=[N:39][N:38]([CH2:41][C:42]3[CH:47]=[CH:46][CH:45]=[CH:44][C:43]=3[Cl:48])[C:36]=2[N:37]=1)([CH3:31])([CH3:30])[CH3:29].[CH3:50][N:51]([CH:55]1[CH2:59][CH2:58][NH:57][CH2:56]1)[C:52](=[O:54])[CH3:53]>>[C:28]([C:32]1[N:33]=[C:34]([N:57]2[CH2:58][CH2:59][CH:55]([N:51]([CH3:50])[C:52](=[O:54])[CH3:53])[CH2:56]2)[C:35]2[N:40]=[N:39][N:38]([CH2:41][C:42]3[CH:47]=[CH:46][CH:45]=[CH:44][C:43]=3[Cl:48])[C:36]=2[N:37]=1)([CH3:31])([CH3:30])[CH3:29]. Procedure details: In analogy to the procedure described for the synthesis of 5-tert-butyl-3-(2-chlorobenzyl)-7-morpholin-4-yl-3H-[1,2,3]triazolo[4,5-d]pyrimidine (example 1, step c), the title compound was prepared from 5-tert-butyl-7-chloro-3-(2-chlorobenzyl)-3H-[1,2,3]triazolo[4,5-d]pyrimidine and N-methyl-N-(pyrrolidin-3-yl)acetamide. MS (m/e): 442.4 (MH+). The reactants are CO[SH]1C=CC2=C1N1CN(Br)N=C1C(c1ccccc1Cl)=NC2, Br, O. The product is O=S1C=CC2=C1N1CN(Br)N=C1C(c1ccccc1Cl)=NC2. RXN SMILES: [Br:1][N:2]1[N:3]=[C:4]2[C:5]([c:17]3[c:18]([Cl:23])[cH:19][cH:20][cH:21][cH:22]3)=[N:6][CH2:7][C:8]3=[C:9]([N:10]2[CH2:11]1)[SH:12]([O:15][CH3:16])[CH:13]=[CH:14]3.[BrH:24].[OH2:25]>>[Br:1][N:2]1[N:3]=[C:4]2[C:5]([c:17]3[c:18]([Cl:23])[cH:19][cH:20][cH:21][cH:22]3)=[N:6][CH2:7][C:8]3=[C:9]([N:10]2[CH2:11]1)[S:12](=[O:15])[CH:13]=[CH:14]3.